describe an organic reaction: reactants, conditions, products, and yield From a dataset of the Open Reaction Database (ORD), a public repository of structured organic reaction records. As a reaction SMILES: [CH2:2]([CH3:3])[NH:4][CH2:5][CH3:6].[CH3:24][C:25]([O:26][C:27](=[O:28])[CH3:29])=[O:30].[CH3:7][c:8]1[c:9]2[c:10]([c:11]3[c:16]([cH:17]1)[NH:15][C:14](=[O:18])[CH2:13][CH2:12]3)[C:19](=[O:23])[CH2:20][CH2:21][CH2:22]2.[ClH:1]>>[CH2:2]([CH3:3])[N:4]([CH2:5][CH3:6])[CH2:24][CH:20]1[C:19](=[O:23])[c:10]2[c:9]([c:8]([CH3:7])[cH:17][c:16]3[c:11]2[CH2:12][CH2:13][C:14](=[O:18])[NH:15]3)[CH2:22][CH2:21]1.[ClH:1]. Product: CCN(CC)CC1CCc2c(C)cc3c(c2C1=O)CCC(=O)N3, Cl. The reactants are CCNCC, CC(=O)OC(C)=O, Cc1cc2c(c3c1CCCC3=O)CCC(=O)N2, Cl.